This data is from the Open Reaction Database (ORD), a public repository of structured organic reaction records. The task is: describe an organic reaction: reactants, conditions, products, and yield Starting materials: CSCC1=CC=CC=2C=C(CCOC21)C(=O)NC(=N)N ((2,3-dihydro-9-methylthiomethyl-1-benzoxepin-4-carbonyl)guanidine), ClC1=CC(=CC=C1)C(=O)OO (m-chloroperbenzoic acid), C([O-])([O-])=O.[K+].[K+] (potassium carbonate), S(=S)(=O)([O-])[O-].[Na+].[Na+] (sodium thiosulfate). Solvent: C(Cl)(Cl)Cl (chloroform), CO (methanol). Run at time 2 hour. Yields the product CS(=O)(=O)O.CS(=O)(=O)CC1=CC=CC=2C=C(CCOC21)C(=O)NC(=N)N ((2,3-dihydro-9-methanesulfonylmethyl-1-benzoxepin-4-carbonyl)guanidine methanesulfonate). Reaction SMILES: [CH3:1]S[CH2:3][C:4]1[C:14]2[O:13][CH2:12][CH2:11][C:10]([C:15]([NH:17][C:18]([NH2:20])=[NH:19])=[O:16])=[CH:9][C:8]=2[CH:7]=[CH:6][CH:5]=1.Cl[C:22]1C=CC=C(C(OO)=O)C=1.[S:32]([O-:36])([O-:35])(=[O:34])=S.[Na+].[Na+].C(=O)([O-])[O-].[K+].[K+]>C(Cl)(Cl)Cl.CO>[CH3:1][S:32]([OH:36])(=[O:35])=[O:34].[CH3:22][S:32]([CH2:3][C:4]1[C:14]2[O:13][CH2:12][CH2:11][C:10]([C:15]([NH:17][C:18]([NH2:20])=[NH:19])=[O:16])=[CH:9][C:8]=2[CH:7]=[CH:6][CH:5]=1)(=[O:36])=[O:34] |f:2.3.4,5.6.7,10.11|. Procedure: The mixture of (2,3-dihydro-9-methylthiomethyl-1-benzoxepin-4-carbonyl)guanidine (0.4 g) and m-chloroperbenzoic acid (0.52 g) in chloroform (20 ml) and methanol (4 ml) was stirred at ambient temperature for 2 hours. The reaction mixture was added to 10% aqueous sodium thiosulfate, adjusted to pH 9 with 20% aqueous potassium carbonate and extracted with a mixture of ethyl acetate and tetrahydrofuran. The extract layer was washed with water, dried over magnesium sulfate and evaporated in vacuo. Th... Reactants: O (water), BrC1=CN(C2=C1C(NC=C2C#N)OC)C2CCCC2 (3-bromo-1-cyclopentyl-4-methoxy-4,5-dihydro-1H-pyrrolo[3,2-c]pyridine-7-carbonitrile), NC=1C=C(C(=O)OC)C=CC1 (methyl 3-aminobenzoate), 4,5′-bis(diphenylphosphino)-9,9′-dimethylxanthene, CC(C)([O-])C.[Na+] (sodium tert-butoxide). The reagents and catalysts are C=1C=CC(=CC1)/C=C/C(=O)/C=C/C2=CC=CC=C2.C=1C=CC(=CC1)/C=C/C(=O)/C=C/C2=CC=CC=C2.C=1C=CC(=CC1)/C=C/C(=O)/C=C/C2=CC=CC=C2.[Pd].[Pd] (tris(dibenzylideneacetone)dipalladium(0)). Solvent: C1(=CC=CC=C1)C (toluene). Run at temperature 110 celsius, time 4 hour. Product: C(#N)C=1C2=C(C(=NC1)OC)C(=CN2C2CCCC2)NC=2C=C(C(=O)OC)C=CC2 (methyl 3-((7-cyano-1-cyclopentyl-4-methoxy-1H-pyrrolo[3,2-c]pyridin-3-yl)amino)benzoate). Isolated yield 10.5%. Reaction SMILES: Br[C:2]1[C:6]2[CH:7]([O:13][CH3:14])[NH:8][CH:9]=[C:10]([C:11]#[N:12])[C:5]=2[N:4]([CH:15]2[CH2:19][CH2:18][CH2:17][CH2:16]2)[CH:3]=1.[NH2:20][C:21]1[CH:22]=[C:23]([CH:28]=[CH:29][CH:30]=1)[C:24]([O:26][CH3:27])=[O:25].CC(C)([O-])C.[Na+].O>C1(C)C=CC=CC=1.C1C=CC(/C=C/C(/C=C/C2C=CC=CC=2)=O)=CC=1.C1C=CC(/C=C/C(/C=C/C2C=CC=CC=2)=O)=CC=1.C1C=CC(/C=C/C(/C=C/C2C=CC=CC=2)=O)=CC=1.[Pd].[Pd]>[C:11]([C:10]1[C:5]2[N:4]([CH:15]3[CH2:19][CH2:18][CH2:17][CH2:16]3)[CH:3]=[C:2]([NH:20][C:21]3[CH:22]=[C:23]([CH:28]=[CH:29][CH:30]=3)[C:24]([O:26][CH3:27])=[O:25])[C:6]=2[C:7]([O:13][CH3:14])=[N:8][CH:9]=1)#[N:12] |f:2.3,6.7.8.9.10|. Procedure details: To a solution of 3-bromo-1-cyclopentyl-4-methoxy-4,5-dihydro-1H-pyrrolo[3,2-c]pyridine-7-carbonitrile (1.5 g) obtained in Step H of Example 33, methyl 3-aminobenzoate (0.85 g), 4,5′-bis(diphenylphosphino)-9,9′-dimethylxanthene (0.54 g) and tris(dibenzylideneacetone)dipalladium(0) (0.43 g) in toluene (10 mL) was added sodium tert-butoxide (0.90 g), and the mixture was stirred at 110° C. for 4 hr. To the reaction mixture was added water, and the mixture was extracted with ethyl acetate. The organi... Starting materials: CCCCNc1ncc(C(=O)O)nc1OCC(F)(F)F, CCC(N)(CC)C(=O)OC, CCCOc1nc(C(=O)NC(CO)CC(C)C)cnc1N1CCCC1. The product is CCCCNc1ncc(C(=O)NC(CC)(CC)C(=O)OC)nc1OCC(F)(F)F. As a reaction SMILES: [CH2:26]([CH2:27][CH2:28][CH3:29])[NH:30][c:31]1[n:32][cH:33][c:34]([C:43](=[O:44])[OH:45])[n:35][c:36]1[O:37][CH2:38][C:39]([F:40])([F:41])[F:42].[CH3:46][O:47][C:48]([C:49]([CH2:50][CH3:51])([CH2:52][CH3:53])[NH2:54])=[O:55].[OH:1][CH2:2][CH:3]([NH:4][C:5]([c:6]1[cH:7][n:8][c:9]([N:10]2[CH2:11][CH2:12][CH2:13][CH2:14]2)[c:15]([O:16][CH2:17][CH2:18][CH3:19])[n:20]1)=[O:21])[CH2:22][CH:23]([CH3:24])[CH3:25]>>[CH2:26]([CH2:27][CH2:28][CH3:29])[NH:30][c:31]1[n:32][cH:33][c:34]([C:43](=[O:45])[NH:54][C:49]([C:48]([O:47][CH3:46])=[O:55])([CH2:50][CH3:51])[CH2:52][CH3:53])[n:35][c:36]1[O:37][CH2:38][C:39]([F:40])([F:41])[F:42]. The reactants are O=I(=O)OI(=O)=O (diiodine pentoxide), C1(=CC=CC=C1)[C@H]1[C@@H](CCC1)NS(=O)(=O)C(C)C ((+,−) Trans-propane-2-sulfonic acid (2-phenyl-cyclopentyl)-amide), S(O)(O)(=O)=O (sulfuric acid), II (iodine), S([O-])(O)=O.[Na+] (sodium bisulfite). Solvent: C(C)(=O)O (acetic acid). Conditions: temperature 90 celsius, time 22 hour. Product: IC1=CC=C(C=C1)[C@H]1[C@@H](CCC1)NS(=O)(=O)C(C)C ((+,−) Trans Propane-2-sulfonic Acid [2-(4-iodo-phenyl)-cyclopentyl]-amide). Isolated yield 187.5%. As a reaction SMILES: [C:1]1([C@@H:7]2[CH2:11][CH2:10][CH2:9][C@H:8]2[NH:12][S:13]([CH:16]([CH3:18])[CH3:17])(=[O:15])=[O:14])[CH:6]=[CH:5][CH:4]=[CH:3][CH:2]=1.S(=O)(=O)(O)O.II.O=[I:27](OI(=O)=O)=O.S(=O)(O)[O-].[Na+]>C(O)(=O)C>[I:27][C:4]1[CH:3]=[CH:2][C:1]([C@@H:7]2[CH2:11][CH2:10][CH2:9][C@H:8]2[NH:12][S:13]([CH:16]([CH3:18])[CH3:17])(=[O:15])=[O:14])=[CH:6][CH:5]=1 |f:4.5|. Procedure details: (+,−) Trans-propane-2-sulfonic acid (2-phenyl-cyclopentyl)-amide (0.52 g, 1.47 mmol, prepared in example 1) was dissolved in 30 mL of glacial acetic acid. To this solution was added concentrated sulfuric acid (0.16 mL, 1.61 mmol) at room temperature followed by iodine (0.19 g, 0.74 mmol), and diiodine pentoxide (0.20 g, 0.59 mmol). The reaction was then protected from light and heated to 90° C. and stirred for 22 hours. To the dark brown reaction mixture was slowly added 10% aqueous sodium bisul... Starting materials: CN(C=1N=C2CCC=CCCCC[C@@H](C(NNC(N1)=N2)=O)CN(C=O)OCC2=CC=CC=C2)C (N-{[(5R)-16-(dimethylamino)-4-oxo-2,3,15,17,18-pentaazabicyclo[12.3.1]octadeca-1(18),10,14,16-tetraen-5-yl]methyl}-N-benzoxyformamide). The reagents and catalysts are [Pd] (Pd/C). Solvent: CO (MeOH). Conditions: time 3 hour. Product: CN(C=1N=C2CCCCCCCC[C@@H](C(NNC(N1)=N2)=O)CN(C=O)O)C (N-{[(5R)-16-(Dimethylamino)-4-oxo-2,3,15,17,18-pentaazabicyclo[12.3.1]octadeca-1(18),14,16-trien-5-yl]methyl}-N-hydroxyformamide). Reaction SMILES: [CH3:1][N:2]([CH3:34])[C:3]1[N:4]=[C:5]2[N:20]=[C:18]([N:19]=1)[NH:17][NH:16][C:15](=[O:21])[C@@H:14]([CH2:22][N:23]([O:26]CC1C=CC=CC=1)[CH:24]=[O:25])[CH2:13][CH2:12][CH2:11][CH2:10][CH:9]=[CH:8][CH2:7][CH2:6]2>CO.[Pd]>[CH3:1][N:2]([CH3:34])[C:3]1[N:4]=[C:5]2[N:20]=[C:18]([N:19]=1)[NH:17][NH:16][C:15](=[O:21])[C@@H:14]([CH2:22][N:23]([OH:26])[CH:24]=[O:25])[CH2:13][CH2:12][CH2:11][CH2:10][CH2:9][CH2:8][CH2:7][CH2:6]2. Procedure details: To a solution of N-{[(5R)-16-(dimethylamino)-4-oxo-2,3,15,17,18-pentaazabicyclo[12.3.1]octadeca-1(18),10,14,16-tetraen-5-yl]methyl}-N-benzoxyformamide (75 mg) in MeOH (15 mL) was added 10% Pd/C (15 mg, 20% w/w). The reaction mixture was subjected to hydrogenation for 3 hours at room temperature. The reaction mixture was then filtered through a pad of Celite, and washed with MeOH (10 mL×2). Removal of the solvent provided the title compound. MH+380. The reactants are COc1ccc(CN)c(OC)c1, CCO, CS(=O)(=O)Nn1c(=O)[nH]c2cc([N+](=O)[O-])c(F)cc2c1=O. Yields the product CS(=O)(=O)Nn1c(=O)[nH]c2cc([N+](=O)[O-])c(N)cc2c1=O. RXN SMILES: [CH3:22][O:23][c:24]1[cH:25][c:26]([O:28][CH3:29])[cH:30][cH:31][c:32]1[CH2:33][NH2:27].[CH3:34][CH2:35][OH:36].[F:1][c:2]1[cH:3][c:4]2[c:5](=[O:21])[n:6]([NH:16][S:17](=[O:18])(=[O:19])[CH3:20])[c:7](=[O:15])[nH:8][c:9]2[cH:10][c:11]1[N+:12](=[O:13])[O-:14]>>[c:2]1([NH2:27])[cH:3][c:4]2[c:5](=[O:21])[n:6]([NH:16][S:17](=[O:18])(=[O:19])[CH3:20])[c:7](=[O:15])[nH:8][c:9]2[cH:10][c:11]1[N+:12](=[O:13])[O-:14]. Reactants: [N+](=O)([O-])C1=C(C=CC=C1SC1=CC=CC=C1)CC(=O)OCC (Ethyl 2-(2-nitro-3-phenylthiophenyl)acetate), [Cl-].[NH4+] (ammonium chloride). The reagents and catalysts are [Fe] (iron). Solvent: C(C)O (ethanol), O (water). The product is O=C1NC2=C(C=CC=C2C1)SC1=CC=CC=C1 (2-oxo-7-phenylthioindoline). RXN SMILES: [Cl-].[NH4+].[N+:3]([C:6]1[C:11]([S:12][C:13]2[CH:18]=[CH:17][CH:16]=[CH:15][CH:14]=2)=[CH:10][CH:9]=[CH:8][C:7]=1[CH2:19][C:20]([O:22]CC)=O)([O-])=O>C(O)C.O.[Fe]>[O:22]=[C:20]1[CH2:19][C:7]2[C:6](=[C:11]([S:12][C:13]3[CH:18]=[CH:17][CH:16]=[CH:15][CH:14]=3)[CH:10]=[CH:9][CH:8]=2)[NH:3]1 |f:0.1|. Reported procedure: A suspension of iron powder (1.5 g.) and ammonium chloride (0.15 g.) in a mixture of ethanol (7 ml.) and water (7ml.) was refluxed with stirring. Ethyl 2-(2-nitro-3-phenylthiophenyl)acetate (1.6 g.) was added to the suspension, and the mixture was refluxed for 7 hours and filtered. The filtrate was evaporated to dryness under reduced pressure, and residue was dissolved in ethyl acetate. The solution was washed with water, dried over magnesium sulfate and evaporated under reduced pressure. The oi... The reactants are C(C1=CC=CC=C1)NC1=NNC(=C1C#N)N=CN(C)C (N′-(3-benzylamino-4-cyano-1 H-pyrazol-5-yl)-N,N-dimethyl-formamidine), Cl.ClC=1C=C(N)C=CC1 (3-chloro-aniline hydrochloride), ice water, C(=O)(O)[O-].[Na+] (NaHCO3), C(C)(=O)OCC (ethyl acetate). The solvent is CO (methanol). Reaction conditions: temperature 50 celsius. The product is C(C1=CC=CC=C1)NC1=NNC2=NC=NC(=C21)NC2=CC(=CC=C2)Cl (3-benzylamino-4-(3-chloro-phenylamino)-1H-pyrazolo[3,4-d]pyrimidine). RXN SMILES: [CH2:1]([NH:8][C:9]1[C:13]([C:14]#[N:15])=[C:12]([N:16]=[CH:17][N:18](C)C)[NH:11][N:10]=1)[C:2]1[CH:7]=[CH:6][CH:5]=[CH:4][CH:3]=1.Cl.[Cl:22][C:23]1[CH:24]=[C:25]([CH:27]=[CH:28][CH:29]=1)N.C([O-])(O)=O.[Na+].C(OCC)(=O)C>CO>[CH2:1]([NH:8][C:9]1[C:13]2[C:12](=[N:16][CH:17]=[N:18][C:14]=2[NH:15][C:28]2[CH:27]=[CH:25][CH:24]=[C:23]([Cl:22])[CH:29]=2)[NH:11][N:10]=1)[C:2]1[CH:3]=[CH:4][CH:5]=[CH:6][CH:7]=1 |f:1.2,3.4|. Procedure: With the exclusion of moisture, 79.2 g (295 mmol) of N′-(3-benzylamino-4-cyano-1 H-pyrazol-5-yl)-N,N-dimethyl-formamidine are suspended in 700 ml of methanol; 60.6 g (369 mmol) of 3-chloro-aniline hydrochloride are added and the mixture is boiled under reflux for 22 hours. The resulting yellow reaction solution is cooled to 50° C. and poured into 2 liters of ice-water, 200 ml of sat. NaHCO3 solution and 1 liter of ethyl acetate. The aqueous phase is separated off and extracted twice with ethyl a... Starting materials: CC(C)(OC1C(C(CC(O1)=O)(C)C)O)C (6-(1,1-dimethylethoxy)-5-hydroxy-4,4-dimethyl-tetrahydro-pyr-2-one), N1=CC=CC=C1 (pyridine), CS(=O)(=O)Cl (methanesulfonyl chloride). As a reaction SMILES: [CH3:1][C:2]([CH3:15])([O:4][CH:5]1[O:10][C:9](=[O:11])[CH2:8][C:7]([CH3:13])([CH3:12])[CH:6]1[OH:14])[CH3:3].N1C=CC=CC=1.[CH3:22][S:23](Cl)(=[O:25])=[O:24]>Cl>[CH3:3][C:2]([CH3:15])([O:4][CH:5]1[O:10][C:9](=[O:11])[CH2:8][C:7]([CH3:13])([CH3:12])[CH:6]1[O:14][S:23]([CH3:22])(=[O:25])=[O:24])[CH3:1]. Reaction conditions: time 2 hour. Run in Cl (hydrochloric acid). Yields the product CC(C)(OC1C(C(CC(O1)=O)(C)C)OS(=O)(=O)C)C (6-(1,1-dimethylethoxy)-5-methylsulfonyloxy-4,4-dimethyl-tetrahydro-pyr-2-one). Procedure: A mixture of the product of Step A, 5 ml of pyridine and 1 ml of methanesulfonyl chloride was stirred for 31/2 hours and was then diluted with N hydrochloric acid. The mixture was extracted with methylene chloride and the organic phase was washed with water, dried and evaporated to dryness under reduced pressure. The 677 mg of residue was chromatographed over silica and was eluted with a 7-3 mixture of hexane-ethyl acetate to obtain 410 mg of 6-(1,1-dimethylethoxy)-5-methylsulfonyloxy-4,4-dimeth...